Dataset: the Open Reaction Database (ORD), a public repository of structured organic reaction records. Task: describe an organic reaction: reactants, conditions, products, and yield RXN SMILES: Br[C:2]1[CH:3]=[C:4]2[C:8](=[CH:9][CH:10]=1)[N:7]([CH2:11][CH2:12][N:13]1[CH2:17][CH2:16][CH2:15][CH2:14]1)[N:6]=[CH:5]2.[Cl:18][C:19]1[CH:20]=[CH:21][C:22]([CH2:25][O:26][C:27]2[CH:32]=[CH:31][NH:30][C:29](=[O:33])[CH:28]=2)=[N:23][CH:24]=1>>[ClH:18].[Cl:18][C:19]1[CH:20]=[CH:21][C:22]([CH2:25][O:26][C:27]2[CH:32]=[CH:31][N:30]([C:2]3[CH:3]=[C:4]4[C:8](=[CH:9][CH:10]=3)[N:7]([CH2:11][CH2:12][N:13]3[CH2:17][CH2:16][CH2:15][CH2:14]3)[N:6]=[CH:5]4)[C:29](=[O:33])[CH:28]=2)=[N:23][CH:24]=1 |f:2.3|. Procedure details: 5-Bromo-1-(2-(pyrrolidin-1-yl)ethyl)-1H-indazole (200 mg, 0.68 mmol) and 4-((5-chloropyridin-2-yl)methoxy)pyridin-2(1H)-one (160 mg, 0.68 mmol) were reacted according to the procedure in Example 63 (step c) to provide the title compound (119 mg, 36%) as a brown solid: mp 95-101° C. deliquesced; 1H NMR (500 MHz, CD3OD) δ 8.63 (s, 1H), 8.23 (s, 1H), 8.00-7.98 (dd, J=8.3, 2.1 Hz, 1H), 7.82 (d, J=19 Hz, 1H), 7.79 (d, J=8.9 Hz, 1H), 7.66-7.64 (2 overlapping d, J=8.5, 7.6 Hz, 2H), 7.47-7.44 (dd, J=8.9... Yields the product Cl.ClC=1C=CC(=NC1)COC1=CC(N(C=C1)C=1C=C2C=NN(C2=CC1)CCN1CCCC1)=O (4-((5-Chloropyridin-2-yl)methoxy)-1-(1-(2-(pyrrolidin-1-yl)ethyl)-1H-indazol-5-yl)pyridin-2(1H)-one hydrochloride). Yield: 72.0%. Starting materials: BrC=1C=C2C=NN(C2=CC1)CCN1CCCC1 (5-Bromo-1-(2-(pyrrolidin-1-yl)ethyl)-1H-indazole), ClC=1C=CC(=NC1)COC1=CC(NC=C1)=O (4-((5-chloropyridin-2-yl)methoxy)pyridin-2(1H)-one). Reactants: CC(C)([O-])C.[Na+] (Sodium t-butoxide), ClC1=NC=NC(=C1N)Cl (4,6-dichloropyrimidin-5-amine), CN1C[C@@H](CCC1)O ((3R)-1-methylpiperidin-3-ol). Solvent: C1CCOC1 (THF). Reaction conditions: temperature 70 celsius. The product is ClC1=NC=NC(=C1N)O[C@H]1CN(CCC1)C ((R)-4-chloro-6-((1-methylpiperidin-3-yl)oxy)pyrimidin-5-amine). As a reaction SMILES: CC(C)([O-])C.[Na+].Cl[C:8]1[C:13]([NH2:14])=[C:12]([Cl:15])[N:11]=[CH:10][N:9]=1.[CH3:16][N:17]1[CH2:22][CH2:21][CH2:20][C@@H:19]([OH:23])[CH2:18]1>C1COCC1>[Cl:15][C:12]1[C:13]([NH2:14])=[C:8]([O:23][C@@H:19]2[CH2:20][CH2:21][CH2:22][N:17]([CH3:16])[CH2:18]2)[N:9]=[CH:10][N:11]=1 |f:0.1|. Procedure details: Sodium t-butoxide (586.0 mg, 6.098 mmol) was added to a solution of 4,6-dichloropyrimidin-5-amine (500 mg, 3.049 mmol) and (3R)-1-methylpiperidin-3-ol (351.2 mg, 3.049 mmol) in THF (25.00 mL) at RT. The reaction mixture was heated at 70° C. overnight. The reaction mixture was quenched with 1 mL water and concentrated in vacuo. The residue was extracted with DCM and the combined organic extract were dried and concentrated in vacuo to afford (R)-4-chloro-6-((1-methylpiperidin-3-yl)oxy)pyrimidin-5-... Reactants: ClC1=CC=C(C=C1)C1=C(C=CC=C1)CN1C(C(NCC1)=O)C(C)C (4-((4′-chlorobiphenyl-2-yl)methyl)-3-isopropylpiperazin-2-one), [H-].[Al+3].[Li+].[H-].[H-].[H-] (lithium aluminum hydride), solution, [H-].[Al+3].[Li+].[H-].[H-].[H-] (lithium aluminum hydride), [O-]S(=O)(=O)[O-].[Na+].[Na+] (Na2SO4), [OH-].[Na+] (NaOH). Run in O1CCCC1 (tetrahydrofuran), O (water), O (water), O1CCCC1 (tetrahydrofuran), CCOCC (ether). Run at time 8 hour. The product is C1(=C(C=CC=C1)CN1C(CNCC1)C(C)C)C1=CC=CC=C1 (1-(biphenyl-2-ylmethyl)-2-isopropylpiperazine). As a reaction SMILES: [H-].[Al+3].[Li+].[H-].[H-].[H-].Cl[C:8]1[CH:13]=[CH:12][C:11]([C:14]2[CH:19]=[CH:18][CH:17]=[CH:16][C:15]=2[CH2:20][N:21]2[CH2:26][CH2:25][NH:24][C:23](=O)[CH:22]2[CH:28]([CH3:30])[CH3:29])=[CH:10][CH:9]=1.[OH-].[Na+].[O-]S([O-])(=O)=O.[Na+].[Na+]>O1CCCC1.CCOCC.O>[C:14]1([C:11]2[CH:12]=[CH:13][CH:8]=[CH:9][CH:10]=2)[CH:19]=[CH:18][CH:17]=[CH:16][C:15]=1[CH2:20][N:21]1[CH2:26][CH2:25][NH:24][CH2:23][CH:22]1[CH:28]([CH3:30])[CH3:29] |f:0.1.2.3.4.5,7.8,9.10.11|. Procedure: A 1.0M solution of lithium aluminum hydride in tetrahydrofuran (4.8 mL, 4.8 mmol) was cooled to 0°, then a solution of EXAMPLE 12B (0.45 g, 1.31 mmol) in tetrahydrofuran (9 mL) was added dropwise. The reaction was stirred at room temperature overnight. The next day more lithium aluminum hydride solution was added (4.8 mL, 4.8 mmol) and the reaction stirred at room temperature for another two days. The reaction was then cooled to 0° and water (0.75 mL) was carefully added, followed by 4N NaOH (0.... Starting materials: CN1C2=NC(=NC(=C2N=C1C=O)N1CCOCC1)N1C(=NC2=C1C=CC=C2)C (9-methyl-2-(2-methylbenzoimidazol-1-yl)-6-morpholin-4-yl-9H-purine-8-carbaldehyde), N1CC(C1)N1CCOCC1 (4-azetidin-3-ylmorpholine), C(C)(=O)O[BH-](OC(C)=O)OC(C)=O.[Na+] (sodium triacetoxyborohydride). The solvent is ClCCCl (DCE). Conditions: time 64 hour. Yields the product CN1C2=NC(=NC(=C2N=C1CN1CC(C1)N1CCOCC1)N1CCOCC1)N1C(=NC2=C1C=CC=C2)C (4-(1-((9-methyl-2-(2-methyl-1H-benzo[d]imidazol-1-yl)-6-morpholino-9H-purin-8-yl)methyl)azetidin-3-yl)morpholine). RXN SMILES: [CH3:1][N:2]1[C:10]([CH:11]=O)=[N:9][C:8]2[C:3]1=[N:4][C:5]([N:19]1[C:23]3[CH:24]=[CH:25][CH:26]=[CH:27][C:22]=3[N:21]=[C:20]1[CH3:28])=[N:6][C:7]=2[N:13]1[CH2:18][CH2:17][O:16][CH2:15][CH2:14]1.[NH:29]1[CH2:32][CH:31]([N:33]2[CH2:38][CH2:37][O:36][CH2:35][CH2:34]2)[CH2:30]1.C(O[BH-](OC(=O)C)OC(=O)C)(=O)C.[Na+]>ClCCCl>[CH3:1][N:2]1[C:10]([CH2:11][N:29]2[CH2:32][CH:31]([N:33]3[CH2:38][CH2:37][O:36][CH2:35][CH2:34]3)[CH2:30]2)=[N:9][C:8]2[C:3]1=[N:4][C:5]([N:19]1[C:23]3[CH:24]=[CH:25][CH:26]=[CH:27][C:22]=3[N:21]=[C:20]1[CH3:28])=[N:6][C:7]=2[N:13]1[CH2:14][CH2:15][O:16][CH2:17][CH2:18]1 |f:2.3|. Procedure: A mixture of 9-methyl-2-(2-methylbenzoimidazol-1-yl)-6-morpholin-4-yl-9H-purine-8-carbaldehyde (80 mg, 0.21 mmol), 4-azetidin-3-ylmorpholine (36 mg, 0.25 mmol) and 4 Å powdered molecular sieves (100 mg) in DCE (5 mL) was stirred at room temperature for 4 h before the addition of sodium triacetoxyborohydride (90 mg, 0.42 mmol). The reaction mixture was stirred for 64 h then filtered through celite, washing with DCM. The organic phase was washed with brine (×1) and concentrated in vacuo. The resul... Reactants: [Al+3], C1CCOC1, CCOCC, [H-], [H-], [H-], [H-], [Li+], O=C(O)CC1CCCOC1, O. Yields the product OCCC1CCCOC1. RXN SMILES: [Al+3:2].[CH2:23]1[O:24][CH2:25][CH2:26][CH2:27]1.[CH3:7][CH2:8][O:9][CH2:10][CH3:11].[H-:1].[H-:4].[H-:5].[H-:6].[Li+:3].[O:12]1[CH2:13][CH:14]([CH2:18][C:19](=[O:20])[OH:21])[CH2:15][CH2:16][CH2:17]1.[OH2:22]>>[O:12]1[CH2:13][CH:14]([CH2:18][CH2:19][OH:20])[CH2:15][CH2:16][CH2:17]1. Reactants: CC=1C=C2C(=CNC2=CC1)CCC(=O)O (5-methyl-1H-indole-3-propanoic acid), Cl.COC1=C(C=CC=C1)N1CCNCC1 ((2-methoxyphenyl)piperazine hydrochloride). The product is COC1=C(C=CC=C1)N1CCN(CC1)C(CCC1=CNC2=CC=C(C=C12)C)=O (4-(2-Methoxyphenyl) 1-[3-(5-methyl-1H-indol-3-yl)-1-oxopropyl]piperazine). As a reaction SMILES: [CH3:1][C:2]1[CH:3]=[C:4]2[C:8](=[CH:9][CH:10]=1)[NH:7][CH:6]=[C:5]2[CH2:11][CH2:12][C:13]([OH:15])=O.Cl.[CH3:17][O:18][C:19]1[CH:24]=[CH:23][CH:22]=[CH:21][C:20]=1[N:25]1[CH2:30][CH2:29][NH:28][CH2:27][CH2:26]1>>[CH3:17][O:18][C:19]1[CH:24]=[CH:23][CH:22]=[CH:21][C:20]=1[N:25]1[CH2:30][CH2:29][N:28]([C:13](=[O:15])[CH2:12][CH2:11][C:5]2[C:4]3[C:8](=[CH:9][CH:10]=[C:2]([CH3:1])[CH:3]=3)[NH:7][CH:6]=2)[CH2:27][CH2:26]1 |f:1.2|. Procedure details: Prepared from 5-methyl-1H-indole-3-propanoic acid (Description 24) and-(2-methoxyphenyl)piperazine hydrochloride according to the method of Description 25. 1H NMR (360 MHz, CDCl3) δ7.89 (1H, br s), 7.40 (1H, s), 7.24 (1H, d, J 8.3 Hz), 7.04-7.00 (3H, m), 6.94-6.81 (3H, m), 3.86 (3H, s), 3.81 (2H, t, J 5.0 Hz), 3.53 (2H, t, J 5.0 Hz), 3.13 (2H, t, J 7.6 Hz), 2.96 (2H, t, J 5.0 Hz), 2.80 (2H, t, J 5.0 Hz), 2.77-2.73 (2H, m), and 2.46 (3H, s). As a reaction SMILES: [Br:3][CH2:4][C:5](=[O:6])[c:7]1[cH:8][cH:9][c:10]([C:11]#[N:12])[cH:13][cH:14]1.[CH3:17][CH2:18][O:19][CH2:20][CH3:21].[CH3:1][NH2:2].[Na+:16].[OH-:15]>>[CH3:1][NH:2][CH2:4][C:5](=[O:6])[c:7]1[cH:8][cH:9][c:10]([C:11]#[N:12])[cH:13][cH:14]1. Product: CNCC(=O)c1ccc(C#N)cc1. Reactants: N#Cc1ccc(C(=O)CBr)cc1, CCOCC, CN, [Na+], [OH-].